From a dataset of the Open Reaction Database (ORD), a public repository of structured organic reaction records. describe an organic reaction: reactants, conditions, products, and yield The reagents and catalysts are C1(=CC=CC=C1)P(C1=CC=CC=C1)(C1=CC=CC=C1)[Pd-4](P(C1=CC=CC=C1)(C1=CC=CC=C1)C1=CC=CC=C1)(P(C1=CC=CC=C1)(C1=CC=CC=C1)C1=CC=CC=C1)P(C1=CC=CC=C1)(C1=CC=CC=C1)C1=CC=CC=C1 (tetrakis(triphenylphosphino)palladium(0)). Reaction SMILES: [NH2:1][C:2]1[N:7]=[CH:6][N:5]=[C:4]([NH:8][C@H:9]([C:11]2[N:16]([C:17]3[CH:22]=[CH:21][CH:20]=[CH:19][CH:18]=3)[C:15](=[O:23])[C:14]3=[C:24]([CH3:27])[CH:25]=[CH:26][N:13]3[N:12]=2)[CH3:10])[C:3]=1I.[OH:29][C:30]1[CH:31]=[C:32]([NH:45][S:46]([C:49]2[CH:54]=[CH:53][C:52]([O:55][CH3:56])=[CH:51][CH:50]=2)(=[O:48])=[O:47])[CH:33]=[C:34](B2OC(C)(C)C(C)(C)O2)[CH:35]=1.C(=O)([O-])[O-].[Na+].[Na+]>C1(P([Pd-4](P(C2C=CC=CC=2)(C2C=CC=CC=2)C2C=CC=CC=2)(P(C2C=CC=CC=2)(C2C=CC=CC=2)C2C=CC=CC=2)P(C2C=CC=CC=2)(C2C=CC=CC=2)C2C=CC=CC=2)(C2C=CC=CC=2)C2C=CC=CC=2)C=CC=CC=1>[NH2:1][C:2]1[C:3]([C:34]2[CH:33]=[C:32]([NH:45][S:46]([C:49]3[CH:54]=[CH:53][C:52]([O:55][CH3:56])=[CH:51][CH:50]=3)(=[O:48])=[O:47])[CH:31]=[C:30]([OH:29])[CH:35]=2)=[C:4]([NH:8][C@H:9]([C:11]2[N:16]([C:17]3[CH:22]=[CH:21][CH:20]=[CH:19][CH:18]=3)[C:15](=[O:23])[C:14]3=[C:24]([CH3:27])[CH:25]=[CH:26][N:13]3[N:12]=2)[CH3:10])[N:5]=[CH:6][N:7]=1 |f:2.3.4|. Yields the product NC1=NC=NC(=C1C=1C=C(C=C(C1)O)NS(=O)(=O)C1=CC=C(C=C1)OC)N[C@@H](C)C1=NN2C(C(N1C1=CC=CC=C1)=O)=C(C=C2)C ((S)—N-(3-(4-amino-6-((1-(5-methyl-4-oxo-3-phenyl-3,4-dihydropyrrolo[2,1-f][1,2,4]triazin-2-yl)ethyl)amino)pyrimidin-5-yl)-5-hydroxyphenyl)-4-methoxybenzenesulfonamide). The reactants are NC1=C(C(=NC=N1)N[C@@H](C)C1=NN2C(C(N1C1=CC=CC=C1)=O)=C(C=C2)C)I ((S)-2-(1-((6-Amino-5-iodopyrimidin-4-yl)amino)ethyl)-5-methyl-3-phenylpyrrolo[2,1-f][1,2,4]triazin-4(3H)-one), OC=1C=C(C=C(C1)B1OC(C(O1)(C)C)(C)C)NS(=O)(=O)C1=CC=C(C=C1)OC (N-(3-hydroxy-5-(4,4,5,5-tetramethyl-1,3,2-dioxaborolan-2-yl)phenyl)-4-methoxybenzenesulfonamide), C([O-])([O-])=O.[Na+].[Na+] (sodium carbonate). Procedure: (S)-2-(1-((6-Amino-5-iodopyrimidin-4-yl)amino)ethyl)-5-methyl-3-phenylpyrrolo[2,1-f][1,2,4]triazin-4(3H)-one (70 mg, 0.14 mmol) was treated with N-(3-hydroxy-5-(4,4,5,5-tetramethyl-1,3,2-dioxaborolan-2-yl)phenyl)-4-methoxybenzenesulfonamide (87 mg, 0.21 mmol), 2M sodium carbonate (216 μl, 0.43 mmol) and tetrakis(triphenylphosphino)palladium(0) (8 mg, 0.01 mmol) according to the method described in Example 3 to give 25 mg (27% yield) of the title compound as a solid. Purity 100%. Yield: 28.0%. Starting materials: O=C([O-])[O-], CCC(C)(C)O, CCn1nccc1O, C(=NC1CCCCC1)=NC1CCCCC1, [K+], [K+], Cc1c(C(=O)O)ccc2c1C(O)CCS2(=O)=O. Product: CCn1ncc(C(=O)c2ccc3c(c2C)C(O)CCS3(=O)=O)c1O. As a reaction SMILES: [C:41](=[O:42])([O-:43])[O-:44].[C:47]([OH:48])([CH2:49][CH3:50])([CH3:51])[CH3:52].[CH2:18]([CH3:19])[n:20]1[n:21][cH:22][cH:23][c:24]1[OH:25].[CH:26]1([N:27]=[C:28]=[N:29][CH:30]2[CH2:31][CH2:32][CH2:33][CH2:34][CH2:35]2)[CH2:36][CH2:37][CH2:38][CH2:39][CH2:40]1.[K+:45].[K+:46].[OH:1][CH:2]1[CH2:3][CH2:4][S:5](=[O:16])(=[O:17])[c:6]2[cH:7][cH:8][c:9]([C:13](=[O:14])[OH:15])[c:10]([CH3:12])[c:11]21>>[OH:1][CH:2]1[CH2:3][CH2:4][S:5](=[O:16])(=[O:17])[c:6]2[cH:7][cH:8][c:9]([C:13](=[O:15])[c:23]3[cH:22][n:21][n:20]([CH2:18][CH3:19])[c:24]3[OH:25])[c:10]([CH3:12])[c:11]21. Reactants: ClC=1C=CC=2N(N1)C(=CN2)C=2N(C1=CC(=C(C=C1C2)OC)OC)S(=O)(=O)C2=CC=C(C)C=C2 (6-chloro-3-(5,6-dimethoxy-1-tosyl-1H-indol-2-yl)imidazo[1,2-b]pyridazine), CC1(C2=C(C(=CC=C2)P(C3=CC=CC=C3)C4=CC=CC=C4)OC5=C(C=CC=C51)P(C6=CC=CC=C6)C7=CC=CC=C7)C (xantphos), C([O-])([O-])=O.[K+].[K+] (potassium carbonate), COC=1C=C(N)C=CC1OC (3,4-dimethoxyaniline). The reagents and catalysts are C(C)(=O)[O-].[Pd+2].C(C)(=O)[O-] (palladium acetate). The solvent is O1CCOCC1 (dioxane). Conditions: temperature 110 celsius. Product: COC=1C=C2C=C(NC2=CC1OC)C1=CN=C2N1N=C(C=C2)NC2=CC(=C(C=C2)OC)OC (3-(5,6-dimethoxy-1H-indol-2-yl)-N-(3,4-dimethoxyphenyl)imidazo[1,2-b]pyridazin-6-amine). The yield is 31.8%. Reaction SMILES: Cl[C:2]1[CH:3]=[CH:4][C:5]2[N:6]([C:8]([C:11]3[N:12](S(C4C=CC(C)=CC=4)(=O)=O)[C:13]4[C:18]([CH:19]=3)=[CH:17][C:16]([O:20][CH3:21])=[C:15]([O:22][CH3:23])[CH:14]=4)=[CH:9][N:10]=2)[N:7]=1.CC1(C)C2C(=C(P(C3C=CC=CC=3)C3C=CC=CC=3)C=CC=2)OC2C(P(C3C=CC=CC=3)C3C=CC=CC=3)=CC=CC1=2.[C:76](=[O:79])([O-])[O-].[K+].[K+].CO[C:84]1[CH:85]=[C:86]([CH:88]=[CH:89][C:90]=1[O:91][CH3:92])[NH2:87]>O1CCOCC1.C([O-])(=O)C.[Pd+2].C([O-])(=O)C>[CH3:21][O:20][C:16]1[CH:17]=[C:18]2[C:13](=[CH:14][C:15]=1[O:22][CH3:23])[NH:12][C:11]([C:8]1[N:6]3[N:7]=[C:2]([NH:87][C:86]4[CH:88]=[CH:89][C:90]([O:91][CH3:92])=[C:84]([O:79][CH3:76])[CH:85]=4)[CH:3]=[CH:4][C:5]3=[N:10][CH:9]=1)=[CH:19]2 |f:2.3.4,7.8.9|. Reported procedure: To a solution of 6-chloro-3-(5,6-dimethoxy-1-tosyl-1H-indol-2-yl)imidazo[1,2-b]pyridazine (68 mg, 0.141 mmol, 1.0 equiv), xantphos (16 mg, 0.0282 mmol, 0.2 equiv), palladium acetate (3 mg, 0.0141 mmol, 0.1 equiv), and potassium carbonate (389 mg, 2.82 mmol, 20 equiv) in dioxane (5.0 mL) was added 3,4-dimethoxyaniline (24 mg, 0.155 mmol, 1.1 equiv) and heated to 110° C. for 2 h. Purification by column chromatography using 2% methanol in dichloromethane elution gave 20 mg of the yellow solid. The reactants are Cc1ccccc1, O=C(O)c1sc(-c2ccc(Cl)cc2)nc1CCO, ClCCl. Product: O=C1OCCc2nc(-c3ccc(Cl)cc3)sc21. As a reaction SMILES: [CH3:19][c:20]1[cH:21][cH:22][cH:23][cH:24][cH:25]1.[Cl:1][c:2]1[cH:3][cH:4][c:5](-[c:8]2[s:9][c:10]([C:16](=[O:17])[OH:18])[c:11]([CH2:13][CH2:14][OH:15])[n:12]2)[cH:6][cH:7]1.[Cl:26][CH2:27][Cl:28]>>[Cl:1][c:2]1[cH:3][cH:4][c:5](-[c:8]2[s:9][c:10]3[c:11]([n:12]2)[CH2:13][CH2:14][O:18][C:16]3=[O:17])[cH:6][cH:7]1.